The task is: describe an organic reaction: reactants, conditions, products, and yield. This data is from the Open Reaction Database (ORD), a public repository of structured organic reaction records. The reactants are C#CC(O)c1ccc(N2CCCC2)c(C(C)(C)C)c1, I[Cu]I, O=C(O)c1ccc(I)cc1. The product is CC(C)(C)c1cc(C(O)C#Cc2ccc(C(=O)O)cc2)ccc1N1CCCC1. RXN SMILES: [C:1]([CH3:2])([CH3:3])([CH3:4])[c:5]1[cH:6][c:7]([CH:16]([C:17]#[CH:18])[OH:19])[cH:8][cH:9][c:10]1[N:11]1[CH2:12][CH2:13][CH2:14][CH2:15]1.[Cu:30]([I:31])[I:32].[I:20][c:21]1[cH:22][cH:23][c:24]([C:25](=[O:26])[OH:27])[cH:28][cH:29]1>>[C:1]([CH3:2])([CH3:3])([CH3:4])[c:5]1[cH:6][c:7]([CH:16]([C:17]#[C:18][c:21]2[cH:22][cH:23][c:24]([C:25](=[O:26])[OH:27])[cH:28][cH:29]2)[OH:19])[cH:8][cH:9][c:10]1[N:11]1[CH2:12][CH2:13][CH2:14][CH2:15]1. Starting materials: BrC1=CN=CC=2C=CC=C(C12)S(=O)(=O)Cl (4-bromo-5-isoquinolinesulfonyl chloride), C(C)(C)(C)OC(=O)NC1CNCCC1 (3-(tert-butoxycarbonylamino)piperidine). Product: C(C)(C)(C)OC(=O)NC1CN(CCC1)S(=O)(=O)C=1C=2C(=CN=CC2C=CC1)Br ((R/S)-3-(tert-Butoxycarbonylamino)-1-(4-bromo-5-isoquinolinesulfonyl)-piperidine), NC1CN(CCC1)S(=O)(=O)C=1C=2C(=CN=CC2C=CC1)Br ((R/S)-3-Amino-1-(4-bromo-5-isoquinolinesulfonyl)piperidine), Cl (hydrochloride). Reaction SMILES: [Br:1][C:2]1[C:11]2[C:10]([S:12]([Cl:15])(=[O:14])=[O:13])=[CH:9][CH:8]=[CH:7][C:6]=2[CH:5]=[N:4][CH:3]=1.[C:16]([O:20][C:21]([NH:23][CH:24]1[CH2:29][CH2:28][CH2:27][NH:26][CH2:25]1)=[O:22])([CH3:19])([CH3:18])[CH3:17]>>[C:16]([O:20][C:21]([NH:23][CH:24]1[CH2:29][CH2:28][CH2:27][N:26]([S:12]([C:10]2[C:11]3[C:2]([Br:1])=[CH:3][N:4]=[CH:5][C:6]=3[CH:7]=[CH:8][CH:9]=2)(=[O:14])=[O:13])[CH2:25]1)=[O:22])([CH3:19])([CH3:17])[CH3:18].[NH2:23][CH:24]1[CH2:29][CH2:28][CH2:27][N:26]([S:12]([C:10]2[C:11]3[C:2]([Br:1])=[CH:3][N:4]=[CH:5][C:6]=3[CH:7]=[CH:8][CH:9]=2)(=[O:14])=[O:13])[CH2:25]1.[ClH:15]. Reported procedure: (R/S)-3-(tert-Butoxycarbonylamino)-1-(4-bromo-5-isoquinolinesulfonyl)-piperidine (Intermediate 2) is prepared from 4-bromo-5-isoquinolinesulfonyl chloride and 3-(tert-butoxycarbonylamino)piperidine (AstaTech) according to the method described in Example 1, Step A, and then used in the method of Example 1, Step B in a similar manner to obtain the title compound as hydrochloride. Reactants: O=C([O-])[O-], CS(=O)(=O)N1CCNCC1, CC#N, CC(OS(C)(=O)=O)c1cc2nc(Cl)nc(N3CCOCC3)c2s1, ClCCl, Cl, [K+], [K+]. Yields the product CC(c1cc2nc(Cl)nc(N3CCOCC3)c2s1)N1CCN(S(C)(=O)=O)CC1. Reaction SMILES: [C:35](=[O:36])([O-:37])[O-:38].[CH3:25][S:26](=[O:27])(=[O:28])[N:29]1[CH2:30][CH2:31][NH:32][CH2:33][CH2:34]1.[CH3:44][C:45]#[N:46].[Cl:1][c:2]1[n:3][c:4]([N:18]2[CH2:19][CH2:20][O:21][CH2:22][CH2:23]2)[c:5]2[c:6]([n:7]1)[cH:8][c:9]([CH:11]([CH3:12])[O:13][S:14]([CH3:15])(=[O:16])=[O:17])[s:10]2.[Cl:41][CH2:42][Cl:43].[ClH:24].[K+:39].[K+:40]>>[Cl:1][c:2]1[n:3][c:4]([N:18]2[CH2:19][CH2:20][O:21][CH2:22][CH2:23]2)[c:5]2[c:6]([n:7]1)[cH:8][c:9]([CH:11]([CH3:12])[N:32]1[CH2:31][CH2:30][N:29]([S:26]([CH3:25])(=[O:27])=[O:28])[CH2:34][CH2:33]1)[s:10]2.